From a dataset of the Open Reaction Database (ORD), a public repository of structured organic reaction records. describe an organic reaction: reactants, conditions, products, and yield Starting materials: OCCN(C1=CC=CC(=N1)N(CCO)C)C (2-({6-[(2-hydroxy-ethyl)-methyl-amino]-pyridin-2-yl}-methyl-amino)-ethanol), OCCN(C1=CC=CC(=N1)N(CCO)C)C (2-({6-[(2-hydroxy-ethyl)-methyl-amino]-pyridin-2-yl}-methyl-amino)-ethanol), COC(C(CC1=CC=C(C=C1)S)OCC)=O (2-ethoxy-3-(4-mercapto-phenyl)-propionic acid methyl ester), dipiperidine, COC(C(CC1=CC=C(C=C1)S)OCC)=O (2-ethoxy-3-(4-mercapto-phenyl)-propionic acid methyl ester), O (water). Solvent: C1CCOC1 (THF). Run at time 15 minute. Yields the product COC(C(CC1=CC=C(C=C1)SCCN(C)C1=NC(=CC=C1)N(C)CCSC1=CC=C(C=C1)CC(C(=O)OC)OCC)OCC)=O (2-Ethoxy-3-[4-(2-{[6-({2-[4-(2-ethoxy-2-methoxycarbonyl-ethyl)-phenylsulfanyl]-ethyl}-methyl-amino)-pyridin-2-yl]-methyl-amino}-ethylsulfanyl)-phenyl]-propionic acid methyl ester). As a reaction SMILES: O[CH2:2][CH2:3][N:4]([CH3:16])[C:5]1[N:10]=[C:9]([N:11]([CH3:15])[CH2:12][CH2:13]O)[CH:8]=[CH:7][CH:6]=1.[CH3:17][O:18][C:19](=[O:32])[CH:20]([O:29][CH2:30][CH3:31])[CH2:21][C:22]1[CH:27]=[CH:26][C:25]([SH:28])=[CH:24][CH:23]=1.[OH2:33]>C1COCC1>[CH3:17][O:18][C:19](=[O:32])[CH:20]([O:29][CH2:30][CH3:31])[CH2:21][C:22]1[CH:27]=[CH:26][C:25]([S:28][CH2:2][CH2:3][N:4]([C:5]2[CH:6]=[CH:7][CH:8]=[C:9]([N:11]([CH2:12][CH2:13][S:28][C:25]3[CH:24]=[CH:23][C:22]([CH2:21][CH:20]([O:29][CH2:30][CH3:31])[C:19]([O:18][CH3:17])=[O:33])=[CH:27][CH:26]=3)[CH3:15])[N:10]=2)[CH3:16])=[CH:24][CH:23]=1. Procedure: To a stirred solution of 2-({6-[(2-hydroxy-ethyl)-methyl-amino]-pyridin-2-yl}-methyl-amino)-ethanol (intermediate 4) (38 mg, 0.17 mmol) in dry THF (3.5 ml) was added at 0° C. under nitrogen tributylphosphine (100 mg, 0.50 mmol) and 2-ethoxy-3-(4-mercapto-phenyl)-propionic acid methyl ester (intermediate 2) (98 mg, 0.41 mmol). The reaction mixture was stirred for 15 min. and azodicarboxylic dipiperidine (126 mg, 0.50 mmol) was added. The reaction was stirred for 6 h, after which water (5 ml) was ... The reactants are [H][H] (hydrogen), CI (methyl iodide), [H-].[Na+] (sodium hydride), oil, OC1(CCOCC1)C#CCOC1OCCCC1 (4-hydroxy-4-[3-(tetrahydropyran-2-yloxy)-prop-1-ynyl]tetrahydropyran). The solvent is C1CCOC1 (THF). Reaction conditions: time 8 hour. Product: COC1(CCOCC1)C#CCOC1OCCCC1 (4-methoxy-4-[3-(tetrahydropyran-2-yloxy)prop-1-ynyl]tetrahydropyran). The yield is 96.1%. RXN SMILES: [H-].[Na+].[OH:3][C:4]1([C:10]#[C:11][CH2:12][O:13][CH:14]2[CH2:19][CH2:18][CH2:17][CH2:16][O:15]2)[CH2:9][CH2:8][O:7][CH2:6][CH2:5]1.[H][H].[CH3:22]I>C1COCC1>[CH3:22][O:3][C:4]1([C:10]#[C:11][CH2:12][O:13][CH:14]2[CH2:19][CH2:18][CH2:17][CH2:16][O:15]2)[CH2:5][CH2:6][O:7][CH2:8][CH2:9]1 |f:0.1|. Procedure details: To a suspension of sodium hydride (1.2 g of an 80% oil dispersion, 50 mmol) in dry THF (45 mL) was added a solution of 4-hydroxy-4-[3-(tetrahydropyran-2-yloxy)-prop-1-ynyl]tetrahydropyran(3.71 g, 15.3 mmol), prepared as in step 1. After hydrogen evolution ceased, methyl iodide (3.0 mL, 48.2 mmol) was added neat and the resulting solution was stirred overnight at ambient temperature. The reaction was quenched by addition of crushed ice and saturated aqueous NH4Cl. The resulting two-phase mixture ... The reactants are C(C)(C)(C)OC(=O)N1CC(CCC1)COC=1C=C(C=C(C1)C)OS(=O)(=O)C1=C(C=CC=C1)Cl (2-Chlorobenzenesulfonic acid 3-[[N-(tert-butoxycarbonyl)piperidin-3-yl]methoxy]-5-methylphenyl ester), Cl (HCl). The solvent is O1CCOCC1 (1,4-dioxane). The product is N1CC(CCC1)COC=1C=C(C=C(C1)C)OS(=O)(=O)C1=C(C=CC=C1)Cl (2-Chlorobenzenesulfonic acid 3-[(piperidin-3-yl)methoxy]-5-methylphenyl ester). The yield is 95.1%. RXN SMILES: C(OC([N:8]1[CH2:13][CH2:12][CH2:11][CH:10]([CH2:14][O:15][C:16]2[CH:17]=[C:18]([O:23][S:24]([C:27]3[CH:32]=[CH:31][CH:30]=[CH:29][C:28]=3[Cl:33])(=[O:26])=[O:25])[CH:19]=[C:20]([CH3:22])[CH:21]=2)[CH2:9]1)=O)(C)(C)C.Cl>O1CCOCC1>[NH:8]1[CH2:13][CH2:12][CH2:11][CH:10]([CH2:14][O:15][C:16]2[CH:17]=[C:18]([O:23][S:24]([C:27]3[CH:32]=[CH:31][CH:30]=[CH:29][C:28]=3[Cl:33])(=[O:25])=[O:26])[CH:19]=[C:20]([CH3:22])[CH:21]=2)[CH2:9]1. Procedure details: 2-Chlorobenzenesulfonic acid 3-[[N-(tert-butoxycarbonyl)piperidin-3-yl]methoxy]-5-methylphenyl ester (745 mg, 1.5 mmol), as prepared in the preceding step, was treated with 20 mL of 4N HCl in 1,4-dioxane at room temperature for 2 h. The solvent was removed in vacuo and the residue was purified by flash column chromatography (10% methanol in methylene chloride saturated with NH3) to give the title compound as a colorless syrup (565 mg, 94%). 1H-NMR (300 MHz, CDCl3) δ 1.45 (t, 1H), 1.94 (m, 3H), 2... Reactants: C1(C=CCCC1)=O (cyclohexenone), aqueous solution, [OH-].[K+] (potassium hydroxide), C(CC(=O)C)(=O)OC (methyl acetoacetate), C[O-].[Na+] (sodium methoxide). Solvent: CO (methanol). Product: OC12CC(CC(CCC1)C2)=O (1-hydroxybicyclo[3.3.1]nonan-3-one). Yield: 50.8%. As a reaction SMILES: [C:1]1(=O)[CH2:6][CH2:5]C[CH:3]=[CH:2]1.[C:8]([O:14]C)(=O)[CH2:9][C:10]([CH3:12])=[O:11].C[O-].[Na+].[OH-].[K+]>CO>[OH:11][C:10]12[CH2:12][CH:2]([CH2:1][CH2:6][CH2:5]1)[CH2:3][C:8](=[O:14])[CH2:9]2 |f:2.3,4.5|. Procedure details: 50.58 g of cyclohexenone and 72.95 g of methyl acetoacetate were measured and placed in a 1,000 ml flask. 300 ml of methanol was added to prepare the homogeneous solution. The solution was gradually mixed with 101.53 g of 28% sodium methoxide, and the mixture was refluxed in the flask equipped with a Dimroth condenser for 72 hours. The reaction solution was cooled, mixed with 100 ml of an aqueous solution containing 72.12 g of potassium hydroxide, and further refluxed for 13 hours. After the rea... Reactants: C(C)OCOC1=C(CO)C=CC=C1C(C)C (2-(ethoxymethoxy)-3-isopropylbenzyl alcohol), C1=CC=C(C=C1)P(C2=CC=CC=C2)C3=CC=CC=C3 (PPh3), C1CC(=O)N(C1=O)Br (NBS). The solvent is ClCCl (dichloromethane). Reaction conditions: temperature 0 celsius, time 30 minute. Product: C(C)OCOC1=C(CBr)C=CC=C1C(C)C (2-(ethoxymethoxy)-3-isopropylbenzyl bromide). The yield is 87.0%. As a reaction SMILES: [CH2:1]([O:3][CH2:4][O:5][C:6]1[C:13]([CH:14]([CH3:16])[CH3:15])=[CH:12][CH:11]=[CH:10][C:7]=1[CH2:8]O)[CH3:2].C1C=CC(P(C2C=CC=CC=2)C2C=CC=CC=2)=CC=1.C1C(=O)N([Br:43])C(=O)C1>ClCCl>[CH2:1]([O:3][CH2:4][O:5][C:6]1[C:13]([CH:14]([CH3:16])[CH3:15])=[CH:12][CH:11]=[CH:10][C:7]=1[CH2:8][Br:43])[CH3:2]. Reported procedure: To a stirred solution of 2-(ethoxymethoxy)-3-isopropylbenzyl alcohol (Ic) (2.04 g, 9.09 mmol) and PPh3 (3.82 g, 14.6 mmol) in dichloromethane (45 mL) was added NBS (2.59 g, 14.6 mmol) in portions at 0° C. The reaction was stirred at 0° C. for 30 min. The reaction was quenched by the addition of water (50 mL). The product was extracted with CH2Cl2 (3×50 mL). The combined organic extracts were washed with water (50 mL), and brine (50 mL), dried over anhydrous Na2SO4, and concentrated under reduced...